This data is from the Open Reaction Database (ORD), a public repository of structured organic reaction records. The task is: describe an organic reaction: reactants, conditions, products, and yield The reactants are C(C)(C)(C)OC(=O)N[C@H](C(=O)OC)[C@@H](C)O[Si](C)(C)C(C)(C)C ((2S,3R)-methyl 2-((tert-butoxycarbonyl)amino)-3-((tert-butyldimethylsilyl)oxy)butanoate), [Li+].[OH-] (LiOH), Cl (HCl). The solvent is [Cl-].[Na+].O (brine), C1CCOC1 (THF). Run at time 72 hour. Product: C(C)(C)(C)OC(=O)N[C@H](C(=O)O)[C@@H](C)O[Si](C)(C)C(C)(C)C ((2S,3R)-2-((tert-butoxycarbonyl)amino)-3-((tert-butyldimethylsilyl)oxy)butanoic acid). The yield is 100.3%. As a reaction SMILES: [C:1]([O:5][C:6]([NH:8][C@@H:9]([C@H:14]([O:16][Si:17]([C:20]([CH3:23])([CH3:22])[CH3:21])([CH3:19])[CH3:18])[CH3:15])[C:10]([O:12]C)=[O:11])=[O:7])([CH3:4])([CH3:3])[CH3:2].[Li+].[OH-].Cl>C1COCC1.[Cl-].[Na+].O>[C:1]([O:5][C:6]([NH:8][C@@H:9]([C@H:14]([O:16][Si:17]([C:20]([CH3:21])([CH3:23])[CH3:22])([CH3:18])[CH3:19])[CH3:15])[C:10]([OH:12])=[O:11])=[O:7])([CH3:4])([CH3:3])[CH3:2] |f:1.2,5.6.7|. Procedure details: A solution of (2S,3R)-methyl 2-((tert-butoxycarbonyl)amino)-3-((tert-butyldimethylsilyl)oxy)butanoate (614a) (1.07 g, 3.08 mmol) in THF (25 mL) was treated with 1.0 M aq. LiOH (6.16 mL, 6.16 mmol) and the mixture was stirred for 72 h. The mixture was diluted with saturated aq. brine (100 mL) containing 1.0 M aq. HCl (10 mL), and extracted into EtOAc (2×100 mL). The combined organic extracts were dried (MgSO4) and concentrated to give (2S,3R)-2-((tert-butoxycarbonyl)amino)-3-((tert-butyldimethyls... Reactants: [Br-], COc1ccccc1, CCCCCC, ClC(Cl)Cl, [K+], COc1ccc(Cn2nnnc2C2N3C(=O)C(N)C3SC2(C)C)cc1, [Na+], [OH-], O, O=C(O)C(F)(F)F, Cc1ccc(S(=O)(=O)[O-])cc1, CC1(C)SC2C(NC(=O)Cc3ccccc3)C(=O)N2C1c1nnn[nH]1. Product: CC1(C)SC2C(N)C(=O)N2C1c1nnn[nH]1, CC1(C)SC2C(NC(=O)Cc3ccccc3)C(=O)N2C1c1nnn[nH]1. Reaction SMILES: [Br-:79].[CH3:37][O:38][c:39]1[cH:40][cH:41][cH:42][cH:43][cH:44]1.[CH3:85][CH2:86][CH2:87][CH2:88][CH2:89][CH3:90].[CH:81]([Cl:82])([Cl:83])[Cl:84].[K+:80].[NH2:1][CH:2]1[CH:3]2[N:4]([CH:5]([c:10]3[n:11][n:12][n:13][n:14]3[CH2:15][c:16]3[cH:17][cH:18][c:19]([O:20][CH3:21])[cH:22][cH:23]3)[C:6]([CH3:8])([CH3:9])[S:7]2)[C:24]1=[O:25].[Na+:53].[OH-:52].[OH2:91].[OH:45][C:46]([C:47]([F:48])([F:49])[F:50])=[O:51].[c:26]1([CH3:27])[cH:28][cH:29][c:30]([S:31]([O-:32])(=[O:33])=[O:34])[cH:35][cH:36]1.[c:54]1([CH2:60][C:61](=[O:62])[NH:63][CH:64]2[CH:65]3[N:66]([CH:67]([c:72]4[n:73][n:74][n:75][nH:76]4)[C:68]([CH3:70])([CH3:71])[S:69]3)[C:77]2=[O:78])[cH:55][cH:56][cH:57][cH:58][cH:59]1>>[NH2:1][CH:2]1[CH:3]2[N:4]([CH:5]([c:10]3[nH:11][n:12][n:13][n:14]3)[C:6]([CH3:8])([CH3:9])[S:7]2)[C:24]1=[O:25].[c:54]1([CH2:60][C:61](=[O:62])[NH:63][CH:64]2[CH:65]3[N:66]([CH:67]([c:72]4[nH:73][n:74][n:75][n:76]4)[C:68]([CH3:70])([CH3:71])[S:69]3)[C:77]2=[O:78])[cH:55][cH:56][cH:57][cH:58][cH:59]1. Starting materials: ClC1=CC=C(C=C1)C=1SC(=C(N1)C=1C(/C(/CC1OC)=C/C1CCOCC1)=O)CC (2-[2-(4-Chloro-phenyl)-5-ethyl-thiazol-4-yl]-3-methoxy-5-[1-(tetrahydro-pyran-4-yl)-meth-(E)-ylidene]-cyclopent-2-enone), Cl (hydrochloric acid). Solvent: O1CCOCC1 (1,4-dioxane). Run at temperature 60 celsius. Product: ClC1=CC=C(C=C1)C=1SC(=C(N1)C1C(C\C(\C1=O)=C/C1CCOCC1)=O)CC (2-[2-(4-Chloro-phenyl)-5-ethyl-thiazol-4-yl]-4-[1-(tetrahydro-pyran-4-yl)-meth-(E)-ylidene]-cyclopentane-1,3-dione). The yield is 5.1%. Reaction SMILES: [Cl:1][C:2]1[CH:7]=[CH:6][C:5]([C:8]2[S:9][C:10]([CH2:28][CH3:29])=[C:11]([C:13]3[C:14](=[O:27])/[C:15](=[CH:20]/[CH:21]4[CH2:26][CH2:25][O:24][CH2:23][CH2:22]4)/[CH2:16][C:17]=3[O:18]C)[N:12]=2)=[CH:4][CH:3]=1.Cl>O1CCOCC1>[Cl:1][C:2]1[CH:7]=[CH:6][C:5]([C:8]2[S:9][C:10]([CH2:28][CH3:29])=[C:11]([CH:13]3[C:14](=[O:27])/[C:15](=[CH:20]/[CH:21]4[CH2:26][CH2:25][O:24][CH2:23][CH2:22]4)/[CH2:16][C:17]3=[O:18])[N:12]=2)=[CH:4][CH:3]=1. Procedure details: To a stirred solution of 2-[2-(4-Chloro-phenyl)-5-ethyl-thiazol-4-yl]-3-methoxy-5-[1-(tetrahydro-pyran-4-yl)-meth-(E)-ylidene]-cyclopent-2-enone (85 mg, 0.19 mmol) in 1,4-dioxane (3 ml) was added 12M hydrochloric acid (32 μl, 0.38 mmol) and the reaction heated to 60° C. for 12 hours. The solvent was removed under reduced pressure and the residue purified by mass-directed preparative HPLC to give 2-[2-(4-Chloro-phenyl)-5-ethyl-thiazol-4-yl]-4-[1-(tetrahydro-pyran-4-yl)-meth-(E)-ylidene]-cyclopent... Starting materials: FC1=C(C(=CC=C1)F)N1C(NCC2=C1N=C(N=C2C=2C=C(C(=O)NC(C)C)C=CC2C)S(=O)C)=O (3-[8-(2,6-difluorophenyl)-2-(methylsulfinyl)-7-oxo-5,6,7,8-tetrahydropyrimido[4,5-d]pyrimidin-4-yl]-4-methyl-N-(1-methylethyl)benzamide), CN(CCN)C (N,N-dimethyl-1,2-ethanediamine), resultant solution. The solvent is C1CCOC1 (THF). Yields the product NH4OH[3], FC1=C(C(=CC=C1)F)N1C(NCC2=C1N=C(N=C2C=2C=C(C(=O)NC(C)C)C=CC2C)NCCN(C)C)=O (3-(8-(2,6-difluorophenyl)-2-{[2-(dimethylamino)ethyl]amino}-7-oxo-5,6,7,8-tetrahydropyrimido[4,5-d]pyrimidin-4-yl)-4-methyl-N-(1-methylethyl)benzamide). The yield is 95.5%. RXN SMILES: [F:1][C:2]1[CH:7]=[CH:6][CH:5]=[C:4]([F:8])[C:3]=1[N:9]1[C:14]2[N:15]=[C:16](S(C)=O)[N:17]=[C:18]([C:19]3[CH:20]=[C:21]([CH:28]=[CH:29][C:30]=3[CH3:31])[C:22]([NH:24][CH:25]([CH3:27])[CH3:26])=[O:23])[C:13]=2[CH2:12][NH:11][C:10]1=[O:35].[CH3:36][N:37]([CH3:41])[CH2:38][CH2:39][NH2:40]>C1COCC1>[F:1][C:2]1[CH:7]=[CH:6][CH:5]=[C:4]([F:8])[C:3]=1[N:9]1[C:14]2[N:15]=[C:16]([NH:40][CH2:39][CH2:38][N:37]([CH3:41])[CH3:36])[N:17]=[C:18]([C:19]3[CH:20]=[C:21]([CH:28]=[CH:29][C:30]=3[CH3:31])[C:22]([NH:24][CH:25]([CH3:27])[CH3:26])=[O:23])[C:13]=2[CH2:12][NH:11][C:10]1=[O:35]. Procedure: To a solution of compound 3-[8-(2,6-difluorophenyl)-2-(methylsulfinyl)-7-oxo-5,6,7,8-tetrahydropyrimido[4,5-d]pyrimidin-4-yl]-4-methyl-N-(1-methylethyl)benzamide (20 mg, 0.04 mmol) in THF (3 mL) was added N,N-dimethyl-1,2-ethanediamine (0.022 mL, 0.20 mmol). The resultant solution was stirred at room temperature over night. The result mixture was concentrated. CombiFlash chromatography (mobile phase DCM/DCM[90]+MeOH [7]+NH4OH[3]) provided the title compound as a white solid (20 mg, 95%). LC-MS m...